Dataset: the Open Reaction Database (ORD), a public repository of structured organic reaction records. Task: describe an organic reaction: reactants, conditions, products, and yield Starting materials: Cl (HCl), C(C(=O)OCC)(=O)OCC (diethyl oxalate), C1(CC2CCCC3=CC=CC1=C23)=O (2a,3,4,5-tetrahydro-acenaphthen-1-one), [H-].[Na+] (sodium hydride). Run in ice water, O1CCOCC1 (dioxane), O1CCOCC1 (dioxane), O1CCOCC1 (dioxane). Isolated yield 95.5%. Run at time 4 hour. As a reaction SMILES: [H-].[Na+].[C:3]([O:10][CH2:11][CH3:12])(=[O:9])[C:4]([O:6]CC)=O.[C:13]1(=[O:25])[C:23]2=[C:24]3[C:19](=[CH:20][CH:21]=[CH:22]2)[CH2:18][CH2:17][CH2:16][CH:15]3[CH2:14]1.Cl>O1CCOCC1>[C:4]([CH:14]1[CH:15]2[C:24]3[C:19]([CH2:18][CH2:17][CH2:16]2)=[CH:20][CH:21]=[CH:22][C:23]=3[C:13]1=[O:25])([C:3]([O:10][CH2:11][CH3:12])=[O:9])=[O:6] |f:0.1|. Reported procedure: To a suspension of 50% sodium hydride (7.4 g) in anhydrous dioxane (50 ml), under nitrogen, a solution of diethyl oxalate (34.5 g) in anhydrous dioxane (20 ml) and then a solution of 2a,3,4,5-tetrahydro-acenaphthen-1-one (20.4 g) in anhydrous dioxane (130 ml) are added under stirring at room temperature. The reaction mixture is kept under stirring at a temperature varying between about 25° C. and about 45° C. for 4 hours, then it is diluted with ice water (1500 ml) and acidified to pH=4 with 2N ... The product is C(=O)(C(=O)OCC)C1C(C=2C=CC=C3CCCC1C23)=O (2-ethoxalyl-2a,3,4,5-tetrahydroacenaphthen-1-one). As a reaction SMILES: [CH3:18][CH2:19][OH:20].[CH:3]1([n:6]2[c:7]([SH:17])[n:8][n:9][c:10]2-[c:11]2[cH:12][cH:13][n:14][cH:15][cH:16]2)[CH2:4][CH2:5]1.[I:1][CH3:2].[Na+:22].[OH-:21]>>[CH3:2][S:17][c:7]1[n:6]([CH:3]2[CH2:4][CH2:5]2)[c:10](-[c:11]2[cH:12][cH:13][n:14][cH:15][cH:16]2)[n:9][n:8]1. The reactants are CCO, Sc1nnc(-c2ccncc2)n1C1CC1, CI, [Na+], [OH-]. The product is CSc1nnc(-c2ccncc2)n1C1CC1. Starting materials: ClC1=C(C=O)C=CC(=C1)O (2-chloro-4-hydroxybenzaldehyde), Cl.ClCCN(C)C ((2-chloroethyl)dimethylamine hydrochloride), C([O-])([O-])=O.[K+].[K+] (potassium carbonate). Reagents/catalysts: [I-].C(CCC)[N+](CCCC)(CCCC)CCCC (tetrabutylammonium iodide). The solvent is C(C)#N (acetonitrile), O (water). Run at temperature 115 celsius, time 8 hour. Yields the product ClC1=C(C=O)C=CC(=C1)OCCN(C)C (2-chloro-4-(2-dimethylaminoethoxy)benzaldehyde). Isolated yield 40.4%. RXN SMILES: [Cl:1][C:2]1[CH:9]=[C:8]([OH:10])[CH:7]=[CH:6][C:3]=1[CH:4]=[O:5].Cl.Cl[CH2:13][CH2:14][N:15]([CH3:17])[CH3:16].C(=O)([O-])[O-].[K+].[K+]>[I-].C([N+](CCCC)(CCCC)CCCC)CCC.C(#N)C.O>[Cl:1][C:2]1[CH:9]=[C:8]([O:10][CH2:13][CH2:14][N:15]([CH3:17])[CH3:16])[CH:7]=[CH:6][C:3]=1[CH:4]=[O:5] |f:1.2,3.4.5,6.7|. Reported procedure: A suspension of 2-chloro-4-hydroxybenzaldehyde (234 mg, 1.49 mmol), (2-chloroethyl)dimethylamine hydrochloride (536 mg, 3.72 mmol), potassium carbonate (514 mg, 3.72 mmol), and tetrabutylammonium iodide (55 mg, 0.15 mmol) in 4.0 mL of acetonitrile was stirred at 115° C. overnight in a sealed tube. After the reaction mixture was diluted with water, the solution was extracted with ethyl acetate. The extract was washed with brine, and dried over MgSO4. After filtration, the filtrate was concentrate... Reactants: CCCCCCCCCCCCOP(=O)(O)O, CCO, [Na+], [OH-], O, O, O, O, O, O, O, O, O=S(=O)([O-])[O-], [Zn+2]. Product: CCCCCCCCCCCCOP(=O)([O-])[O-], [Na+], [Zn+2]. As a reaction SMILES: [CH2:1]([CH2:2][CH2:3][CH2:4][CH2:5][CH2:6][CH2:7][CH2:8][CH2:9][CH2:10][CH2:11][CH3:12])[O:13][P:14]([OH:15])([OH:16])=[O:17].[CH3:18][CH2:19][OH:20].[Na+:22].[OH-:21].[OH2:23].[OH2:24].[OH2:25].[OH2:26].[OH2:27].[OH2:28].[OH2:29].[OH2:36].[S:30]([O-:31])([O-:32])(=[O:33])=[O:34].[Zn+2:35]>>[CH2:1]([CH2:2][CH2:3][CH2:4][CH2:5][CH2:6][CH2:7][CH2:8][CH2:9][CH2:10][CH2:11][CH3:12])[O:13][P:14](=[O:15])([O-:16])[O-:17].[Na+:22].[Zn+2:35]. Reactants: C(C)(=O)OCC (Ethyl acetate), C(C1=CC=CC=C1)OC1=CC=C(C=C1)CCC1(N(C(OC1)=O)C(=O)OC(C)(C)C)CC (4-(2-(4-benzyloxyphenyl)ethyl)-3-tert-butoxycarbonyl-4-ethyloxazolidin-2-one), O.[OH-].[Li+] (lithium hydroxide monohydrate). Solvent: CO (methanol), O (water). Conditions: time 3 hour. Product: C(C1=CC=CC=C1)OC1=CC=C(C=C1)CCC(CO)(CC)NC(=O)OC(C)(C)C (4-(4-Benzyloxyphenyl)-2-tert-butoxycarbonylamino-2-ethylbutanol). The yield is 142.0%. As a reaction SMILES: [CH2:1]([O:8][C:9]1[CH:14]=[CH:13][C:12]([CH2:15][CH2:16][C:17]2([CH2:30][CH3:31])[CH2:21][O:20]C(=O)[N:18]2[C:23]([O:25][C:26]([CH3:29])([CH3:28])[CH3:27])=[O:24])=[CH:11][CH:10]=1)[C:2]1[CH:7]=[CH:6][CH:5]=[CH:4][CH:3]=1.O.[OH-].[Li+].C(OCC)(=O)C>CO.O>[CH2:1]([O:8][C:9]1[CH:14]=[CH:13][C:12]([CH2:15][CH2:16][C:17]([NH:18][C:23]([O:25][C:26]([CH3:27])([CH3:29])[CH3:28])=[O:24])([CH2:30][CH3:31])[CH2:21][OH:20])=[CH:11][CH:10]=1)[C:2]1[CH:3]=[CH:4][CH:5]=[CH:6][CH:7]=1 |f:1.2.3|. Reported procedure: To a solution of 4-(2-(4-benzyloxyphenyl)ethyl)-3-tert-butoxycarbonyl-4-ethyloxazolidin-2-one (18 g) in methanol (432 ml) was added a solution of lithium hydroxide monohydrate (9.1 g) in water (50 ml) and the mixture was stirred at room temperature for 3 hours. Ethyl acetate was added to the reaction mixture and the mixture was washed with water and a saturated brine and dried over anhydrous sodium sulfate. The solvent was distilled away under reduced pressure to give the subject compound (24 g)... Reactants: C1=CC2=C(N=C1)N(N=N2)O (HOAt), C(CCl)Cl (EDC), FC=1C(N=C(NC1NCC=1SC=CN1)SC)=NN (5-Fluoro-2-(methylthio)-6-[(1,3-thiazol-2-ylmethyl)amino]-4(1H)-pyrimidinone hydrazone), C1(CCCC1)C[C@@H](C(=O)O)CN(OC1OCCCC1)C=O ((2R)-3-cyclopentyl-2-{[formyl(tetrahydro-2H-pyran-2-yloxy)amino]methyl}propanoic acid), CN1CCOCC1 (NMM). Run in CN(C)C=O (DMF). Reaction conditions: time 8 hour. Product: C1(CCCC1)C[C@H](CN(C=O)OC1OCCCC1)C(=O)NNC1=NC(=NC(=C1F)NCC=1SC=CN1)SC ([(2R)-2-(cyclopentylmethyl)-3-(2-{5-fluoro-2-(methylthio)-6-[(1,3-thiazol-2-ylmethyl)amino]-4-pyrimidinyl}hydrazino)-3-oxopropyl](tetrahydro-2H-pyran-2-yloxy)formamide). Yield: 56.5%. RXN SMILES: [F:1][C:2]1[C:3](=[N:17][NH2:18])[N:4]=[C:5]([S:15][CH3:16])[NH:6][C:7]=1[NH:8][CH2:9][C:10]1[S:11][CH:12]=[CH:13][N:14]=1.[CH:19]1([CH2:24][C@H:25]([CH2:29][N:30]([CH:38]=[O:39])[O:31][CH:32]2[CH2:37][CH2:36][CH2:35][CH2:34][O:33]2)[C:26](O)=[O:27])[CH2:23][CH2:22][CH2:21][CH2:20]1.CN1CCOCC1.C1C=NC2N(O)N=NC=2C=1.C(Cl)CCl>CN(C=O)C>[CH:19]1([CH2:24][C@@H:25]([C:26]([NH:18][NH:17][C:3]2[C:2]([F:1])=[C:7]([NH:8][CH2:9][C:10]3[S:11][CH:12]=[CH:13][N:14]=3)[N:6]=[C:5]([S:15][CH3:16])[N:4]=2)=[O:27])[CH2:29][N:30]([O:31][CH:32]2[CH2:37][CH2:36][CH2:35][CH2:34][O:33]2)[CH:38]=[O:39])[CH2:23][CH2:22][CH2:21][CH2:20]1. Procedure: 5-Fluoro-2-(methylthio)-6-[(1,3-thiazol-2-ylmethyl)amino]-4(1H)-pyrimidinone hydrazone (0.1958 g, 0.685 mmol) and (2R)-3-cyclopentyl-2-{[formyl(tetrahydro-2H-pyran-2-yloxy)amino]methyl}propanoic acid (0.355 g, 0.823 mmol) were dissolved in DMF (5 mL). NMM (0.30 mL, 2.7286 mmol) was added, followed by HOAt (0.112 g, 0.824 mmol) and EDC (0.157 g, 0.819 mmol). After stirring overnight, the reaction mixture was purified by RP-HPLC to provide [(2R)-2-(cyclopentylmethyl)-3-(2-{5-fluoro-2-(methylthio)-... Procedure: To a solution of 1.5 g of 6-amidino-2-naphthyl 1-benzyloxycarbonylpyrrolidine-2-carboxylate methanesulfonate in 10 ml of acetic acid, was added 1 ml of anisole. To the mixture, while cooling in ice and stirring, was added 3 ml of a 30% HBr/acetic acid solution. Thereafter the resulting mixture was stirred overnight at room temperature. The precipitate was collected by filtration and washed sufficiently with ethyl ether and acetone. Recrystallization from a mixture of methanol and ethyl ether gav... The solvent is C(C)(=O)O (acetic acid). Reactants: CS(=O)(=O)O.C(C1=CC=CC=C1)OC(=O)N1C(CCC1)C(=O)OC1=CC2=CC=C(C=C2C=C1)C(N)=N (6-amidino-2-naphthyl 1-benzyloxycarbonylpyrrolidine-2-carboxylate methanesulfonate), C1(=CC=CC=C1)OC (anisole), Br.C(C)(=O)O (HBr acetic acid). RXN SMILES: CS(O)(=O)=O.C(OC([N:16]1[CH2:20][CH2:19][CH2:18][CH:17]1[C:21]([O:23][C:24]1[CH:33]=[CH:32][C:31]2[C:26](=[CH:27][CH:28]=[C:29]([C:34](=[NH:36])[NH2:35])[CH:30]=2)[CH:25]=1)=[O:22])=O)C1C=CC=CC=1.C1(OC)C=CC=CC=1.[BrH:45].C(O)(=O)C>C(O)(=O)C>[BrH:45].[BrH:45].[NH:16]1[CH2:20][CH2:19][CH2:18][CH:17]1[C:21]([O:23][C:24]1[CH:33]=[CH:32][C:31]2[C:26](=[CH:27][CH:28]=[C:29]([C:34](=[NH:35])[NH2:36])[CH:30]=2)[CH:25]=1)=[O:22] |f:0.1,3.4,6.7.8|. The product is Br.Br.N1C(CCC1)C(=O)OC1=CC2=CC=C(C=C2C=C1)C(N)=N (6-amidino-2-naphthyl pyrrolidine-2-carboxylate dihydrobromide). Reactants: CN1N=C(C(=C1)C(=O)OCC)NC1=C(C=C(C=C1)C(F)(F)F)[N+](=O)[O-] (Ethyl 1-methyl-3-(2-nitro-4-trifluoromethylanilino)pyrazole-4-carboxylate). Reagents/catalysts: [Pd] (palladium on charcoal). The solvent is C(C)(=O)OCC (ethyl acetate), C(C)O (ethanol). Product: NC1=C(NC2=NN(C=C2C(=O)OCC)C)C=CC(=C1)C(F)(F)F (Ethyl 3-(2-amino-4-trifluoromethylanilino)-1-methylpyrazole-4-carboxylate). Reaction SMILES: [CH3:1][N:2]1[CH:6]=[C:5]([C:7]([O:9][CH2:10][CH3:11])=[O:8])[C:4]([NH:12][C:13]2[CH:18]=[CH:17][C:16]([C:19]([F:22])([F:21])[F:20])=[CH:15][C:14]=2[N+:23]([O-])=O)=[N:3]1>C(OCC)(=O)C.C(O)C.[Pd]>[NH2:23][C:14]1[CH:15]=[C:16]([C:19]([F:21])([F:22])[F:20])[CH:17]=[CH:18][C:13]=1[NH:12][C:4]1[C:5]([C:7]([O:9][CH2:10][CH3:11])=[O:8])=[CH:6][N:2]([CH3:1])[N:3]=1. Reported procedure: Ethyl 1-methyl-3-(2-nitro-4-trifluoromethylanilino)pyrazole-4-carboxylate (9.2 g) was hydrogenated at 60 p.s.i. in a mixture of ethyl acetate (200 ml) and ethanol (50 ml) over 10% palladium on charcoal (1.0 g). The catalyst was removed by filtration, the solvent evaporated and the residue crystallised from carbon tetrachloride to give the title compound m.p. 162° C.